Dataset: the Open Reaction Database (ORD), a public repository of structured organic reaction records. Task: describe an organic reaction: reactants, conditions, products, and yield The reactants are B, CCCNC1CCc2c(cccc2OC)C1, CN(C)C, O=C(O)COc1ccccc1. Product: CCCN(CCOc1ccccc1)C1CCc2c(cccc2OC)C1. RXN SMILES: [BH3:32].[CH2:1]([CH2:2][CH3:3])[NH:4][CH:5]1[CH2:6][c:7]2[cH:8][cH:9][cH:10][c:11]([O:15][CH3:16])[c:12]2[CH2:13][CH2:14]1.[CH3:28][N:29]([CH3:30])[CH3:31].[OH:17][C:18](=[O:19])[CH2:20][O:21][c:22]1[cH:23][cH:24][cH:25][cH:26][cH:27]1>>[CH2:1]([CH2:2][CH3:3])[N:4]([CH:5]1[CH2:6][c:7]2[cH:8][cH:9][cH:10][c:11]([O:15][CH3:16])[c:12]2[CH2:13][CH2:14]1)[CH2:18][CH2:20][O:21][c:22]1[cH:23][cH:24][cH:25][cH:26][cH:27]1. The reactants are CCCCC1CCNCC1, CCCCCCC, CCOC(C)=O, O=C1COc2cc(Cl)ccc2N1CCCCl, [I-], [K+], [K+], [Na+], O=C([O-])[O-]. Yields the product CCCCC1CCN(CCCN2C(=O)COc3cc(Cl)ccc32)CC1. Reaction SMILES: [CH2:25]([CH2:26][CH2:27][CH3:28])[CH:29]1[CH2:30][CH2:31][NH:32][CH2:33][CH2:34]1.[CH3:35][CH2:36][CH2:37][CH2:38][CH2:39][CH2:40][CH3:41].[CH3:42][CH2:43][O:44][C:45]([CH3:46])=[O:47].[Cl:1][c:2]1[cH:3][c:4]2[c:5]([cH:15][cH:16]1)[N:6]([CH2:11][CH2:12][CH2:13][Cl:14])[C:7](=[O:10])[CH2:8][O:9]2.[I-:23].[K+:17].[K+:18].[Na+:24].[O-:19][C:20]([O-:21])=[O:22]>>[Cl:1][c:2]1[cH:3][c:4]2[c:5]([cH:15][cH:16]1)[N:6]([CH2:11][CH2:12][CH2:13][N:32]1[CH2:31][CH2:30][CH:29]([CH2:25][CH2:26][CH2:27][CH3:28])[CH2:34][CH2:33]1)[C:7](=[O:10])[CH2:8][O:9]2. Starting materials: O=C1NC2=C(CCN1C1CCN(CC1)C(=O)O[C@@H](C(=O)N1CCC(CC1)N1CCN(CC1)C)CC1=CC(=C(C(=C1)C(F)(F)F)N)Cl)C=CC=C2 ((R)-1-(4-amino-3-chloro-5-trifluoromethyl-benzyl)-2-[4-(4-methyl-piperazin-1-yl)-piperidin-1-yl]-2-oxo-ethyl 4-(2-oxo-1,2,4,5-tetrahydro-1,3-benzodiazepin-3-yl)-piperidine-1-carboxylate), C(CCC(=O)O)(=O)O (succinic acid). The solvent is C(C)(C)O (isopropanol). Conditions: temperature 50 celsius. Product: C(CCC(=O)O)(=O)O.C(CCC(=O)O)(=O)O.O=C1NC2=C(CCN1C1CCN(CC1)C(=O)O[C@@H](C(=O)N1CCC(CC1)N1CCN(CC1)C)CC1=CC(=C(C(=C1)C(F)(F)F)N)Cl)C=CC=C2 ((R)-1-(4-amino-3-chloro-5-trifluoromethyl-benzyl)-2-[4-(4-methyl-piperazin-1-yl)-piperidin-1-yl]-2-oxo-ethyl 4-(2-oxo-1,2,4,5-tetrahydro-1,3-benzodiazepin-3-yl)-piperidine-1-carboxylate disuccinate). As a reaction SMILES: [O:1]=[C:2]1[N:8]([CH:9]2[CH2:14][CH2:13][N:12]([C:15]([O:17][C@H:18]([CH2:34][C:35]3[CH:40]=[C:39]([C:41]([F:44])([F:43])[F:42])[C:38]([NH2:45])=[C:37]([Cl:46])[CH:36]=3)[C:19]([N:21]3[CH2:26][CH2:25][CH:24]([N:27]4[CH2:32][CH2:31][N:30]([CH3:33])[CH2:29][CH2:28]4)[CH2:23][CH2:22]3)=[O:20])=[O:16])[CH2:11][CH2:10]2)[CH2:7][CH2:6][C:5]2[CH:47]=[CH:48][CH:49]=[CH:50][C:4]=2[NH:3]1.[C:51]([OH:58])(=[O:57])[CH2:52][CH2:53][C:54]([OH:56])=[O:55]>C(O)(C)C>[C:51]([OH:58])(=[O:57])[CH2:52][CH2:53][C:54]([OH:56])=[O:55].[C:51]([OH:58])(=[O:57])[CH2:52][CH2:53][C:54]([OH:56])=[O:55].[O:1]=[C:2]1[N:8]([CH:9]2[CH2:14][CH2:13][N:12]([C:15]([O:17][C@H:18]([CH2:34][C:35]3[CH:40]=[C:39]([C:41]([F:43])([F:42])[F:44])[C:38]([NH2:45])=[C:37]([Cl:46])[CH:36]=3)[C:19]([N:21]3[CH2:26][CH2:25][CH:24]([N:27]4[CH2:28][CH2:29][N:30]([CH3:33])[CH2:31][CH2:32]4)[CH2:23][CH2:22]3)=[O:20])=[O:16])[CH2:11][CH2:10]2)[CH2:7][CH2:6][C:5]2[CH:47]=[CH:48][CH:49]=[CH:50][C:4]=2[NH:3]1 |f:3.4.5|. Procedure details: 0.5 g (0.69 mmol) (R)-1-(4-amino-3-chloro-5-trifluoromethyl-benzyl)-2-[4-(4-methyl-piperazin-1-yl)-piperidin-1-yl]-2-oxo-ethyl 4-(2-oxo-1,2,4,5-tetrahydro-1,3-benzodiazepin-3-yl)-piperidine-1-carboxylate are dissolved in 5 ml isopropanol at ambient temperature, combined with 82 mg (0.69 mmol) succinic acid and heated to 50° C. After 18 hours at 50° C. a white precipitate has formed. The suspension is cooled to 30° C., filtered, washed with isopropanol and dried. The reactants are CCOC(=O)c1ccc(C#Cc2ccc(C3(OCC)CC3)c(C(C)C)c2)cc1, CCO, [Na+], C1CCOC1, [OH-]. Reaction SMILES: [CH2:1]([CH3:2])[O:3][C:4]1([c:7]2[c:8]([CH:26]([CH3:27])[CH3:28])[cH:9][c:10]([C:13]#[C:14][c:15]3[cH:16][cH:17][c:18]([C:19](=[O:20])[O:21][CH2:22][CH3:23])[cH:24][cH:25]3)[cH:11][cH:12]2)[CH2:5][CH2:6]1.[CH3:31][CH2:32][OH:33].[Na+:30].[O:34]1[CH2:35][CH2:36][CH2:37][CH2:38]1.[OH-:29]>>[CH2:1]([CH3:2])[O:3][C:4]1([c:7]2[c:8]([CH:26]([CH3:27])[CH3:28])[cH:9][c:10]([C:13]#[C:14][c:15]3[cH:16][cH:17][c:18]([C:19](=[O:20])[OH:21])[cH:24][cH:25]3)[cH:11][cH:12]2)[CH2:5][CH2:6]1. Product: CCOC1(c2ccc(C#Cc3ccc(C(=O)O)cc3)cc2C(C)C)CC1. Starting materials: C1CCOC1, COc1ccccc1C[Zn+], [Cl-], [Cl-], [NH4+], O=C(Nc1ccc(Br)nc1)C1(c2ccc3c(c2)OCO3)CC1. The product is COc1ccccc1Cc1ccc(NC(=O)C2(c3ccc4c(c3)OCO4)CC2)cn1. Reaction SMILES: [CH2:36]1[O:37][CH2:38][CH2:39][CH2:40]1.[CH3:2][O:3][c:4]1[c:5]([CH2:6][Zn+:7])[cH:8][cH:9][cH:10][cH:11]1.[Cl-:1].[Cl-:34].[NH4+:35].[O:12]1[CH2:13][O:14][c:15]2[c:16]1[cH:17][cH:18][c:19]([C:21]1([C:24](=[O:25])[NH:26][c:27]3[cH:28][n:29][c:30]([Br:33])[cH:31][cH:32]3)[CH2:22][CH2:23]1)[cH:20]2>>[CH3:2][O:3][c:4]1[c:5]([CH2:6][c:30]2[n:29][cH:28][c:27]([NH:26][C:24]([C:21]3([c:19]4[cH:18][cH:17][c:16]5[c:15]([cH:20]4)[O:14][CH2:13][O:12]5)[CH2:22][CH2:23]3)=[O:25])[cH:32][cH:31]2)[cH:8][cH:9][cH:10][cH:11]1.